This data is from the Open Reaction Database (ORD), a public repository of structured organic reaction records. The task is: describe an organic reaction: reactants, conditions, products, and yield The reactants are C1(=CC=CC=C1)S(=O)(=O)N1C=C(C=2C1=NC=C(C2)C=2SC=CC2)C#N (1-Benzenesulfonyl-5-thiophen-2-yl-1H-pyrrolo[2,3-b]pyridine-3-carbonitrile), CCO (EtOH), [OH-].[Na+] (NaOH). Run in ClCCl.CO (dichloromethane methanol). Conditions: temperature 105 celsius. Yields the product S1C(=CC=C1)C=1C=C2C(=NC1)NC=C2C#N (5-Thiophen-2-yl-1H-pyrrolo[2,3-b]pyridine-3-carbonitriie). Isolated yield 67.3%. As a reaction SMILES: C1(S([N:10]2[C:14]3=[N:15][CH:16]=[C:17]([C:19]4[S:20][CH:21]=[CH:22][CH:23]=4)[CH:18]=[C:13]3[C:12]([C:24]#[N:25])=[CH:11]2)(=O)=O)C=CC=CC=1.CCO.[OH-].[Na+]>ClCCl.CO>[S:20]1[CH:21]=[CH:22][CH:23]=[C:19]1[C:17]1[CH:18]=[C:13]2[C:12]([C:24]#[N:25])=[CH:11][NH:10][C:14]2=[N:15][CH:16]=1 |f:2.3,4.5|. Procedure: A mixture of 11 (18.3 mg, 50.1 μmol), EtOH (2.0 mL) and 10% aqueous NaOH (1.0 mL) was refluxed (oil bath temp. 105° C.) for 40 min. The mixture was poured onto water (3 mL), extracted with ethyl acetate (3×10 mL). The combined organic extracts were dried (MgSO4) and concentrated. The product was isolated by PTLC using dichloromethane:methanol (19:1) as eluent to give 12 as a white solid (7.6 mg, 68%); 1H NMR (400 MHz, CDCl3) δ 10.30-10.10 (bs, NH), 10.74 (d, J=1.9 Hz, 1H), 8.31 (d, J=1.9 Hz, 1H)...